This data is from the Open Reaction Database (ORD), a public repository of structured organic reaction records. The task is: describe an organic reaction: reactants, conditions, products, and yield Reactants: CC1=C(N=CN1)CSCCN (2-(5-methyl-4-imidazolylmethylthio)ethylamine), [N+](=O)([O-])NC1=NC=C(C(N1)=O)CC=1C=NC(=CC1)CN(C)C (2-nitroamino-5-(6-dimethylaminomethyl-3-pyridylmethyl)-4-pyrimidone). Run in N1=CC=CC=C1 (pyridine). Product: CC1=C(N=CN1)CSCCNC1=NC=C(C(N1)=O)CC=1C=NC(=CC1)CN(C)C ([2-(5-methyl-4-imidazolyl-methylthio)ethylamino]-5-(6-dimethylaminomethyl-3-pyridylmethyl)-4-pyrimidone). Reaction SMILES: [CH3:1][C:2]1[NH:6][CH:5]=[N:4][C:3]=1[CH2:7][S:8][CH2:9][CH2:10][NH2:11].[N+](N[C:16]1[NH:21][C:20](=[O:22])[C:19]([CH2:23][C:24]2[CH:25]=[N:26][C:27]([CH2:30][N:31]([CH3:33])[CH3:32])=[CH:28][CH:29]=2)=[CH:18][N:17]=1)([O-])=O>N1C=CC=CC=1>[CH3:1][C:2]1[NH:6][CH:5]=[N:4][C:3]=1[CH2:7][S:8][CH2:9][CH2:10][NH:11][C:16]1[NH:21][C:20](=[O:22])[C:19]([CH2:23][C:24]2[CH:25]=[N:26][C:27]([CH2:30][N:31]([CH3:32])[CH3:33])=[CH:28][CH:29]=2)=[CH:18][N:17]=1. Procedure: A mixture of 2-(5-methyl-4-imidazolylmethylthio)ethylamine (1.37 g), 2-nitroamino-5-(6-dimethylaminomethyl-3-pyridylmethyl)-4-pyrimidone (2.28 g) in pyridine were heated under reflux for 22 hr. The pyridine (12 ml) was evaporated at reduced pressure yielding [2-(5-methyl-4-imidazolyl-methylthio)ethylamino]-5-(6-dimethylaminomethyl-3-pyridylmethyl)-4-pyrimidone as a brown oily residue washed with water by decantation. The residue was dissolved in dilute ethanolic hydrochloric acid and the excess ... The reactants are C(C)(C)(C)C1=CC=C(C=C1)N (4-tert-butyl-phenylamine), NC1=C(C(=O)O)C=CC=C1 (2-amino-benzoic acid), CN(C)C(=[N+](C)C)ON1C2=C(C=CC=C2)N=N1.[B-](F)(F)(F)F (TBTU), CCN(C(C)C)C(C)C (DIEA). The solvent is CN(C)C=O (DMF), CCOC(=O)C (EtOAc). Run at temperature 50 celsius. The product is NC1=C(C(=O)NC2=CC=C(C=C2)C(C)(C)C)C=CC=C1 (2-amino-N-(4-tert-butyl-phenyl)-benzamide). Reaction SMILES: [C:1]([C:5]1[CH:10]=[CH:9][C:8]([NH2:11])=[CH:7][CH:6]=1)([CH3:4])([CH3:3])[CH3:2].[NH2:12][C:13]1[CH:21]=[CH:20][CH:19]=[CH:18][C:14]=1[C:15](O)=[O:16].CN(C(ON1N=NC2C=CC=CC1=2)=[N+](C)C)C.[B-](F)(F)(F)F.CCN(C(C)C)C(C)C>CN(C=O)C.CCOC(C)=O>[NH2:12][C:13]1[CH:21]=[CH:20][CH:19]=[CH:18][C:14]=1[C:15]([NH:11][C:8]1[CH:7]=[CH:6][C:5]([C:1]([CH3:4])([CH3:2])[CH3:3])=[CH:10][CH:9]=1)=[O:16] |f:2.3|. Procedure details: A mixture of 4-tert-butyl-phenylamine (5.8 mL, 36.5 mmol), 2-amino-benzoic acid (5.0 g, 36.5 mmol), TBTU (12.9 g, 40.2 mmol) and DIEA (6.7 mL, 40.2 mmol) in 5 mL of DMF was heated (50° C.) for 12 h in a sealed tube. The mixture was diluted with EtOAc and the aqueous layer was extracted with EtOAc. The combined organic layers were dried over Na2SO4, filtered and concentrated in vacuo. The crude material was purified by flash chromatography (SiO2, 20% EtOAc/hexane) and crystallized from EtOH:H2O (... Reactants: O1COC=2C1=CC=1C=C(NC1C2)C(=O)OCC (ethyl 5H-[1,3]dioxolo[4,5-f]indole-6-carboxylate), O[Li].O (LiOH.H2O). Solvent: C(C)O (ethanol). Yields the product O1COC=2C1=CC=1C=C(NC1C2)C(=O)O (5H-[1,3]dioxolo[4,5-f]indole-6-carboxylic acid). Yield: 85.2%. RXN SMILES: [O:1]1[C:5]2=[CH:6][C:7]3[CH:8]=[C:9]([C:13]([O:15]CC)=[O:14])[NH:10][C:11]=3[CH:12]=[C:4]2[O:3][CH2:2]1.O[Li].O>C(O)C>[O:1]1[C:5]2=[CH:6][C:7]3[CH:8]=[C:9]([C:13]([OH:15])=[O:14])[NH:10][C:11]=3[CH:12]=[C:4]2[O:3][CH2:2]1 |f:1.2|. Procedure details: To a solution of ethyl 5H-[1,3]dioxolo[4,5-f]indole-6-carboxylate (I-4b: 0.4 g, 1.716 mmol) in ethanol (8 mL) was added LiOH.H2O (0.144 g, 3.433 mmol) and refluxed for 16 h. The solvent was evaporated under reduced pressure and the residue was dissolved in water (10 mL). The aqueous layer was acidified with 10% aq. HCl solution to pH 6.0, precipitated solid was filtered, residue was washed with water and dried under vacuum to afford 0.3 g (86%) of 5H-[1,3]dioxolo[4,5-f]indole-6-carboxylic acid (...